The task is: describe an organic reaction: reactants, conditions, products, and yield. This data is from the Open Reaction Database (ORD), a public repository of structured organic reaction records. Starting materials: FC(C1=CC=C(C=C1)C=1C=CC(=NC1C1=CC=CC=C1)C=O)(F)F (5-(4-trifluoromethylphenyl)-6-phenyl-pyridine-2-carbaldehyde), [BH3-]C#N.[Na+] (NaCNBH3), FC(C1=CC=C(C=C1)C=1C=CC(=NC1C1=CC=CC=C1)C=O)(F)F (5-(4-trifluoromethylphenyl)-6-phenyl-pyridine-2-carbaldehyde), NCCCP(O)(O)=O ((3-amino-propyl)-phosphonic acid). Run in CO (MeOH), CO (MeOH). Product: C1(=CC=CC=C1)C1=C(C=CC(=N1)CNCCCP(O)(O)=O)C1=CC=C(C=C1)C(F)(F)F ((3-{[6-Phenyl-5-(4-trifluoromethylphenyl)-pyridin-2-ylmethyl]-amino}-propyl)-phosphonic Acid). RXN SMILES: [F:1][C:2]([F:24])([F:23])[C:3]1[CH:8]=[CH:7][C:6]([C:9]2[CH:10]=[CH:11][C:12]([CH:21]=O)=[N:13][C:14]=2[C:15]2[CH:20]=[CH:19][CH:18]=[CH:17][CH:16]=2)=[CH:5][CH:4]=1.[NH2:25][CH2:26][CH2:27][CH2:28][P:29](=[O:32])([OH:31])[OH:30].[BH3-]C#N.[Na+]>CO>[C:15]1([C:14]2[N:13]=[C:12]([CH2:21][NH:25][CH2:26][CH2:27][CH2:28][P:29](=[O:30])([OH:32])[OH:31])[CH:11]=[CH:10][C:9]=2[C:6]2[CH:7]=[CH:8][C:3]([C:2]([F:24])([F:23])[F:1])=[CH:4][CH:5]=2)[CH:20]=[CH:19][CH:18]=[CH:17][CH:16]=1 |f:2.3|. Reported procedure: Following General Procedure M, 5-(4-trifluoromethylphenyl)-6-phenyl-pyridine-2-carbaldehyde (Compound 57, 58 mg, 0.18 mmol), (3-amino-propyl)-phosphonic acid (25 mg, 0.18 mmol), Bu4NOH (0.18 ml, 0.18 mmol, 1 M in MeOH) and NaCNBH3 (11 mg, 0.18 mmol) in MeOH (3 ml) were reacted to produce the title compound as a white solid.